Task: describe an organic reaction: reactants, conditions, products, and yield. Dataset: the Open Reaction Database (ORD), a public repository of structured organic reaction records The product is FC1=C(C(=CC=C1F)N)OCC(C)OC1OCCCC1 (2,3-Difluoro-6-amino-{[2-(tetrahydropyran-2-yl)oxypropyl]oxy}benzene). Reactants: FC1=C(C(=CC=C1F)[N+](=O)[O-])OCC(C)OC1OCCCC1 (2,3-Difluoro-6-nitro-{[2-(tetrahydropyran-2-yl)oxypropyl]oxy}benzene). Run in C(C)O (ethanol). Reaction SMILES: [F:1][C:2]1[C:7]([F:8])=[CH:6][CH:5]=[C:4]([N+:9]([O-])=O)[C:3]=1[O:12][CH2:13][CH:14]([O:16][CH:17]1[CH2:22][CH2:21][CH2:20][CH2:19][O:18]1)[CH3:15]>C(O)C.[Pd]>[F:1][C:2]1[C:7]([F:8])=[CH:6][CH:5]=[C:4]([NH2:9])[C:3]=1[O:12][CH2:13][CH:14]([O:16][CH:17]1[CH2:22][CH2:21][CH2:20][CH2:19][O:18]1)[CH3:15]. Reaction conditions: time 1 hour. Reagents/catalysts: [Pd] (palladium on charcoal). Procedure details: To a solution of 1.82 g of the compound obtained in Example 1 dissolved in 50 ml of ethanol was added 500 mg of 5% palladium on charcoal. Catalytic reduction was carried out under atmospheric pressure for about 1 hour. The catalyst was removed by filtration, and the solvent was removed under reduced pressure to yield the titled compound. This product was used in the next step without further purification. Reactants: COC=1C=C(C=CC1OC)C=CC(=O)O (3-(3,4-Dimethoxy-phenyl)-acrylic acid), compound, ONC(CCC)=N (N-hydroxy-butyramidine), C(=O)(N1C=NC=C1)N1C=NC=C1 (CDI), C(=O)(N1C=NC=C1)N1C=NC=C1 (1,1′-Carbonyldiimidazole), O (water). Run in CN(C)C=O (DMF). Product: COC=1C=C(C=CC1OC)C=CC1=NC(=NO1)CCC (5-[2-(3,4-Dimethoxy-phenyl)-vinyl]-3-propyl-[1,2,4]oxadiazole). As a reaction SMILES: [CH3:1][O:2][C:3]1[CH:4]=[C:5]([CH:11]=[CH:12][C:13]([OH:15])=O)[CH:6]=[CH:7][C:8]=1[O:9][CH3:10].C(N1C=CN=C1)(N1C=CN=C1)=O.O[NH:29][C:30](=[NH:34])[CH2:31][CH2:32][CH3:33].O>CN(C=O)C>[CH3:1][O:2][C:3]1[CH:4]=[C:5]([CH:11]=[CH:12][C:13]2[O:15][N:34]=[C:30]([CH2:31][CH2:32][CH3:33])[N:29]=2)[CH:6]=[CH:7][C:8]=1[O:9][CH3:10]. Procedure details: 3-(3,4-Dimethoxy-phenyl)-acrylic acid (compound of Example 2, Method A, Step 1; 3.5 g, 16.80 mmol) was dissolved in dry DMF (35 mL). 1,1′-Carbonyldiimidazole (CDI) (3.0 g, 18.48 mmol) was added and the reaction mixture was stirred at room temperature. At the end of 3 h, N-hydroxy-butyramidine (1.88 g, 18.48 mmol) was added and the reaction mixture was stirred at room temperature for 8 h. After completion of the reaction, additional CDI (2.99 g, 18.48 mmol) was added and the reaction mixture was ... Starting materials: Cl[O-].[Na+] (sodium hypochlorite), 4-acetamide 2,2,6,6-tetramethylpiperidine 1-oxyl, C([O-])(O)=O.[Na+] (sodium bicarbonate), C1(=CC=CC=C1)CCCCC1(OCCO1)CCCCCCCCO (8-[2-(4-Phenyl-butyl)-[1,3]dioxolan-2-yl]-octan-1-ol). Run in C1(=CC=CC=C1)C (toluene). Reaction conditions: temperature 0 celsius, time 3 hour. Product: C1(=CC=CC=C1)CCCCC1(OCCO1)CCCCCCCC=O (8-[2-(4-Phenyl-butyl)-[1,3]dioxolan-2-yl]-octanal). Yield: 64.1%. RXN SMILES: [C:1]1([CH2:7][CH2:8][CH2:9][CH2:10][C:11]2([CH2:16][CH2:17][CH2:18][CH2:19][CH2:20][CH2:21][CH2:22][CH2:23][OH:24])[O:15][CH2:14][CH2:13][O:12]2)[CH:6]=[CH:5][CH:4]=[CH:3][CH:2]=1.C(=O)(O)[O-].[Na+].Cl[O-].[Na+]>C1(C)C=CC=CC=1>[C:1]1([CH2:7][CH2:8][CH2:9][CH2:10][C:11]2([CH2:16][CH2:17][CH2:18][CH2:19][CH2:20][CH2:21][CH2:22][CH:23]=[O:24])[O:15][CH2:14][CH2:13][O:12]2)[CH:2]=[CH:3][CH:4]=[CH:5][CH:6]=1 |f:1.2,3.4|. Procedure: 8-[2-(4-Phenyl-butyl)-[1,3]dioxolan-2-yl]-octan-1-ol (830 mg, 2.48 mmol) was dissolved in toluene (4.2 mL), and 4-acetamide-2,2,6,6-tetramethylpiperidine 1-oxyl (2.6 mg, 0.0122 mmol) and an aqueous solution of 5% sodium bicarbonate (4.2 mL, 2.50 mmol) were then added. The mixture was then cooled to 0° C. An aqueous solution of 12% sodium hypochlorite (1.55 mL, 2.50 mmol) was added over 15 minutes. The mixture was then stirred at room temperature for 3 hours, and extracted twice with ethyl acetat... Starting materials: ClC1=CC=C(C=C1)C1=NC=2C(=NC=CC2)N1CC(=O)O (2-(4-chlorophenyl)-3H-imidazo[4,5-b]pyridine-3-acetic acid), C(=O)(N1C=NC=C1)N1C=NC=C1 (1,1'-carbonyldiimidazole), C(C)(C)N (isopropylamine). Solvent: O1CCCC1 (tetrahydrofuran), O1CCCC1 (tetrahydrofuran). Conditions: time 2 hour. Product: ClC1=CC=C(C=C1)C1=NC=2C(=NC=CC2)N1CC(=O)NC(C)C (2-(4-Chlorophenyl)-N-(1-methylethyl)-3H-imidazo[4,5-b]pyridine-3-acetamide). As a reaction SMILES: [Cl:1][C:2]1[CH:7]=[CH:6][C:5]([C:8]2[N:16]([CH2:17][C:18]([OH:20])=O)[C:11]3=[N:12][CH:13]=[CH:14][CH:15]=[C:10]3[N:9]=2)=[CH:4][CH:3]=1.C(N1C=CN=C1)(N1C=CN=C1)=O.[CH:33]([NH2:36])([CH3:35])[CH3:34]>O1CCCC1>[Cl:1][C:2]1[CH:3]=[CH:4][C:5]([C:8]2[N:16]([CH2:17][C:18]([NH:36][CH:33]([CH3:35])[CH3:34])=[O:20])[C:11]3=[N:12][CH:13]=[CH:14][CH:15]=[C:10]3[N:9]=2)=[CH:6][CH:7]=1. Procedure details: A mixture of 2-(4-chlorophenyl)-3H-imidazo[4,5-b]pyridine-3-acetic acid (5.0 g, 0.017 mole) and 1,1'-carbonyldiimidazole (2.82 g, 0.017 mole) in 150 ml of tetrahydrofuran was stirred at room temperature for 2 hours with a stream of nitrogen bubbling through it. A solution of isopropylamine (2.06 g, 0.035 mole) in tetrahydrofuran was added dropwise and the reaction mixture was allowed to stir at room temperature overnight. The tetrahydrofuran was evaporated and the solid residue was triturated wi... Starting materials: FC1=C(C=CC=C1)S(=O)(=O)N[C@@H](C(=O)O)CC1=CC=C(C=C1)O ((R)-2-(2-fluorophenylsulfonamido)-3-(4-hydroxyphenyl)propanoic acid), FC1=C(C=CC=C1)S(=O)(=O)Cl (2-fluorobenzenesulfonyl chloride). The product is FC=1C=C(C=CC1)S(=O)(=O)N[C@@H](C(=O)O)CC1=CC=C(C=C1)O ((R)-2-(3-fluorophenylsulfonamido)-3-(4-hydroxyphenyl)propanoic acid). RXN SMILES: F[C:2]1[CH:7]=[CH:6][CH:5]=[CH:4][C:3]=1[S:8]([NH:11][C@H:12]([CH2:16][C:17]1[CH:22]=[CH:21][C:20]([OH:23])=[CH:19][CH:18]=1)[C:13]([OH:15])=[O:14])(=[O:10])=[O:9].[F:24]C1C=CC=CC=1S(Cl)(=O)=O>>[F:24][C:7]1[CH:2]=[C:3]([S:8]([NH:11][C@H:12]([CH2:16][C:17]2[CH:22]=[CH:21][C:20]([OH:23])=[CH:19][CH:18]=2)[C:13]([OH:15])=[O:14])(=[O:10])=[O:9])[CH:4]=[CH:5][CH:6]=1. Procedure details: Following 17a synthetic method, using 2-fluorobenzenesulfonyl chloride (145.62 μL, 1.1 mmol) instead of 2-fluorobenzenesulfonyl chloride gave the final compound 18a as a colorless oil; (77.34 mg, 45.6%). [α]D25: +21.3 (c=0.25, CHCl3); 1H-NMR (300 MHz, acetone-d6): δ 7.95-7.76 (m, 3H), 7.41-7.25 (m, 6H), 5.04-4.97 (m, 1H), 3.45-2.26 (m, 2H); 13C NMR (300 MHz, acetone-d6): δ 171.50, 163.90, 160.62, 139.15, 136.64, 133.50, 129.49, 128.40, 126.89, 124.94, 118.56, 115.15, 109.30, 54.04, 36.79; HRMS (... Starting materials: NC1=CC=C(C(=C1C(=O)OC)OC[C@@H]1NCCC1)Br (methyl 6-amino-3-bromo-2-((R)-1-pyrrolidin-2-ylmethoxy)benzoate), NC1=CC=C(C(=C1C(=O)OC)OC[C@@H]1NCCC1)Br (methyl 6-amino-3-bromo-2-((R)-1-pyrrolidin-2-ylmethoxy)benzoate), C1(=CC=CC=C1)P(C1=C(C2=CC=CC=C2C=C1)C1=C(C=CC2=CC=CC=C12)P(C1=CC=CC=C1)C1=CC=CC=C1)C1=CC=CC=C1 ((+/−)-2,2′-bis(diphenylphosphino)-1,1′-binaphthalene), C([O-])([O-])=O.[Cs+].[Cs+] (cesium carbonate). Reagents/catalysts: C(C)(=O)[O-].[Pd+2].C(C)(=O)[O-] (palladium acetate). Run in C1(=CC=CC=C1)C (toluene). Conditions: temperature 100 celsius. Product: NC1=CC=C2C(OC[C@@H]3N2CCC3)=C1C(=O)OC (methyl (R)-7-amino-2,3,3a,4-tetrahydro-1H-benzo[b]pyrrolo[1,2-d][1,4]oxazine-6-carboxylate). Yield: 42.4%. RXN SMILES: [NH2:1][C:2]1[C:7]([C:8]([O:10][CH3:11])=[O:9])=[C:6]([O:12][CH2:13][C@H:14]2[CH2:18][CH2:17][CH2:16][NH:15]2)[C:5](Br)=[CH:4][CH:3]=1.C1(P(C2C=CC=CC=2)C2C=CC3C(=CC=CC=3)C=2C2C3C(=CC=CC=3)C=CC=2P(C2C=CC=CC=2)C2C=CC=CC=2)C=CC=CC=1.C(=O)([O-])[O-].[Cs+].[Cs+]>C1(C)C=CC=CC=1.C([O-])(=O)C.[Pd+2].C([O-])(=O)C>[NH2:1][C:2]1[C:7]([C:8]([O:10][CH3:11])=[O:9])=[C:6]2[O:12][CH2:13][C@H:14]3[CH2:18][CH2:17][CH2:16][N:15]3[C:5]2=[CH:4][CH:3]=1 |f:2.3.4,6.7.8|. Procedure details: A mixture of methyl 6-amino-3-bromo-2-((R)-1-pyrrolidin-2-ylmethoxy)benzoate (Intermediate 7, 1.65 g), palladium acetate (0.281 g), (+/−)-2,2′-bis(diphenylphosphino)-1,1′-binaphthalene (1.56 g) and cesium carbonate (3.26 g) in toluene (40 mL) was heated at 100° C., under an atmosphere of nitrogen for 2 hours. The mixture was cooled and partitioned between ethyl acetate and water. The organic layer was dried (Na2SO4), filtered and the filtrate was concentrated in vacuo. The residue was purified b... Starting materials: CC1=CC(=C(C(=C1)C(=O)C)O)[N+](=O)[O-] (2-Hydroxy-5-methyl-3-nitroacetophenone), CC=1C=C(C=O)C=CC1OCC1=CC=CC=C1 (3-methyl-4-benzyloxybenzaldehyde). The product is C(C1=CC=CC=C1)OC1=C(C=C(C=C1)/C=C/C(=O)C1=C(C(=CC(=C1)C)[N+](=O)[O-])O)C ((E)3-[4-(benzyloxy)-3-methylphenyl]-1-(2-hydroxy-5-methyl-3-nitrophenyl)-2-propen-1-one). Procedure details: 2-Hydroxy-5-methyl-3-nitroacetophenone (345 mg, 1.76 mmol) and 3-methyl-4-benzyloxybenzaldehyde (400 mg, 1.76 mmol) were reacted according to the same procedure as Preparation 22 to give 470 mg (Yield 66%) of the title compound. Yield: 66.2%. As a reaction SMILES: [CH3:1][C:2]1[CH:7]=[C:6]([C:8]([CH3:10])=[O:9])[C:5]([OH:11])=[C:4]([N+:12]([O-:14])=[O:13])[CH:3]=1.[CH3:15][C:16]1[CH:17]=[C:18]([CH:21]=[CH:22][C:23]=1[O:24][CH2:25][C:26]1[CH:31]=[CH:30][CH:29]=[CH:28][CH:27]=1)[CH:19]=O>>[CH2:25]([O:24][C:23]1[CH:22]=[CH:21][C:18](/[CH:19]=[CH:10]/[C:8]([C:6]2[CH:7]=[C:2]([CH3:1])[CH:3]=[C:4]([N+:12]([O-:14])=[O:13])[C:5]=2[OH:11])=[O:9])=[CH:17][C:16]=1[CH3:15])[C:26]1[CH:27]=[CH:28][CH:29]=[CH:30][CH:31]=1.